Dataset: the Open Reaction Database (ORD), a public repository of structured organic reaction records. Task: describe an organic reaction: reactants, conditions, products, and yield The reactants are [OH-].[K+] (KOH), C(C)OC(C(C(=O)OCC)C[C@@H]1C=C[C@@H](C1)NC(=O)OC(C)(C)C)=O (2-(Cis-4-tert-butoxycarbonylamino-cyclopent-2-enylmethyl)-malonic acid diethyl ester). Run in C(C)O (ethanol), C(C)O (ethanol), [Cl-].[Na+].O (brine). Reaction conditions: time 8 hour. Yields the product C(C)OC(C(C(=O)O)C[C@@H]1C=C[C@@H](C1)NC(=O)OC(C)(C)C)=O (2-(cis4-tert-butoxycarbonylamino-cyclopent-2-enylmethyl)-malonic acid monoethyl ester). Isolated yield 82.1%. Reaction SMILES: [OH-].[K+].[CH2:3]([O:5][C:6](=[O:27])[CH:7]([CH2:13][C@H:14]1[CH2:18][C@@H:17]([NH:19][C:20]([O:22][C:23]([CH3:26])([CH3:25])[CH3:24])=[O:21])[CH:16]=[CH:15]1)[C:8]([O:10]CC)=[O:9])[CH3:4]>C(O)C.[Cl-].[Na+].O>[CH2:3]([O:5][C:6](=[O:27])[CH:7]([CH2:13][C@H:14]1[CH2:18][C@@H:17]([NH:19][C:20]([O:22][C:23]([CH3:26])([CH3:25])[CH3:24])=[O:21])[CH:16]=[CH:15]1)[C:8]([OH:10])=[O:9])[CH3:4] |f:0.1,4.5.6|. Procedure details: A solution of KOH (0.19 g; 3.4 mmol) in ethanol (6 mL) was added to a solution of 2-(Cis-4-tert-butoxycarbonylamino-cyclopent-2-enylmethyl)-malonic acid diethyl ester (1.15 g; 3.2 mmol) in ethanol (6 mL) at 0° C. The reaction mixture was stirred at room temperature overnight, concentrated and ice-water (400 mL) was added. The aqueous phase was washed with diethyl ether (the emulsion formed during the extraction was treated with brine in order to get good phase separation), acidified to pH 3 with...